This data is from the Open Reaction Database (ORD), a public repository of structured organic reaction records. The task is: describe an organic reaction: reactants, conditions, products, and yield Reactants: CC(C)(C)OC(=O)N1CCC(O)CC1, CCN(C(C)C)C(C)C, ClCCl, [Na+], O=S(=O)(O)C(F)(F)F, O=C([O-])O, Sc1ccccn1. Yields the product CC(C)(C)OC(=O)N1CCC(Sc2ccccn2)CC1. Reaction SMILES: [C:1]([CH3:2])([CH3:3])([CH3:4])[O:5][C:6](=[O:7])[N:8]1[CH2:9][CH2:10][CH:11]([OH:14])[CH2:12][CH2:13]1.[CH:15]([N:16]([CH:17]([CH3:18])[CH3:19])[CH2:20][CH3:21])([CH3:22])[CH3:23].[Cl:44][CH2:45][Cl:46].[Na+:39].[OH:24][S:25]([C:26]([F:27])([F:28])[F:29])(=[O:30])=[O:31].[OH:40][C:41](=[O:42])[O-:43].[SH:32][c:33]1[n:34][cH:35][cH:36][cH:37][cH:38]1>>[C:1]([CH3:2])([CH3:3])([CH3:4])[O:5][C:6](=[O:7])[N:8]1[CH2:9][CH2:10][CH:11]([S:32][c:33]2[n:34][cH:35][cH:36][cH:37][cH:38]2)[CH2:12][CH2:13]1. Reactants: ClC1=C(C=CC(=C1)I)C (2-chloro-4-Iodotoluene), C(O)([O-])=O.[Na+] (sodium hydrogen carbonate), C(C)O (ethanol), C(C1=CC=CC=C1)(=O)NC1=C(C(=O)OC(C)(C)C)C=CC(=C1)B1OC(C(O1)(C)C)(C)C (tert-butyl 2-(benzamido)-4-(4,4,5,5-tetramethyl-1,3,2-dioxaborolan-2-yl)benzoate), tetrakis(triphenylphosphine)palladium(9). Reagents/catalysts: C=1C=CC(=CC1)[P](C=2C=CC=CC2)(C=3C=CC=CC3)[Pd]([P](C=4C=CC=CC4)(C=5C=CC=CC5)C=6C=CC=CC6)([P](C=7C=CC=CC7)(C=8C=CC=CC8)C=9C=CC=CC9)[P](C=1C=CC=CC1)(C=1C=CC=CC1)C=1C=CC=CC1 (tetrakis(triphenylphosphine)palladium(0)). The solvent is C1(=CC=CC=C1)C (toluene), O (water), O (water), C(C)(=O)OCC (ethyl acetate). Yields the product C(C1=CC=CC=C1)(=O)NC1=C(C(=O)OC(C)(C)C)C=CC(=C1)C1=CC(=C(C=C1)C)Cl (tert-butyl 2-(benzamido)-4-(3-chloro-4-methylphenyl)benzoate). RXN SMILES: [Cl:1][C:2]1[CH:7]=[C:6](I)[CH:5]=[CH:4][C:3]=1[CH3:9].C(=O)([O-])O.[Na+].C(O)C.[C:18]([NH:26][C:27]1[CH:39]=[C:38](B2OC(C)(C)C(C)(C)O2)[CH:37]=[CH:36][C:28]=1[C:29]([O:31][C:32]([CH3:35])([CH3:34])[CH3:33])=[O:30])(=[O:25])[C:19]1[CH:24]=[CH:23][CH:22]=[CH:21][CH:20]=1>C1C=CC([P]([Pd]([P](C2C=CC=CC=2)(C2C=CC=CC=2)C2C=CC=CC=2)([P](C2C=CC=CC=2)(C2C=CC=CC=2)C2C=CC=CC=2)[P](C2C=CC=CC=2)(C2C=CC=CC=2)C2C=CC=CC=2)(C2C=CC=CC=2)C2C=CC=CC=2)=CC=1.O.C(OCC)(=O)C.C1(C)C=CC=CC=1>[C:18]([NH:26][C:27]1[CH:39]=[C:38]([C:6]2[CH:5]=[CH:4][C:3]([CH3:9])=[C:2]([Cl:1])[CH:7]=2)[CH:37]=[CH:36][C:28]=1[C:29]([O:31][C:32]([CH3:34])([CH3:35])[CH3:33])=[O:30])(=[O:25])[C:19]1[CH:20]=[CH:21][CH:22]=[CH:23][CH:24]=1 |f:1.2,^1:52,54,73,92|. Procedure: 0.031 mL of 2-chloro-4-Iodotoluene, 39 mg of sodium hydrogen carbonate, 0.6 mL of ethanol, 0.3 mL of water and 11 mg of tetrakis(triphenylphosphine)palladium(0) were added to 1.6 mL of toluene solution containing 79 mg of tert-butyl 2-(benzamido)-4-(4,4,5,5-tetramethyl-1,3,2-dioxaborolan-2-yl)benzoate at room temperature, and the resulting mixture was heated to reflux for 8 hours. After the reaction mixture was cooled to room temperature, 11 mg of tetrakis(triphenylphosphine)palladium(9) was add... Reactants: FC=1C=C2NC(C(=NC2=CC1)C(=O)OCC)=O (6-fluoro-3,4-dihydro-3-oxo-2-quinoxalinecarboxylic acid, ethyl ester), FC1=CC=C2NC(C(=NC2=C1)C(=O)OCC)=O (7-fluoro-3,4-dihydro-3-oxo-2-quinoxalinecarboxylic acid, ethyl ester), C(C)I (ethyl iodide), C([O-])([O-])=O.[K+].[K+] (potassium carbonate). Run in CC(CC)=O (2-butanone). The product is C(C)N1C(C(=NC2=CC=C(C=C12)F)C(=O)OCC)=O (4-Ethyl-6-fluoro-3,4-dihydro-3-oxo-2-quinoxalinecarboxylic acid, ethyl ester). As a reaction SMILES: [F:1][C:2]1[CH:3]=[C:4]2[C:9](=[CH:10][CH:11]=1)[N:8]=[C:7]([C:12]([O:14][CH2:15][CH3:16])=[O:13])[C:6](=[O:17])[NH:5]2.F[C:19]1C=C2C(NC(=O)C(C(OCC)=O)=N2)=C[CH:20]=1.C(I)C.C(=O)([O-])[O-].[K+].[K+]>CC(=O)CC>[CH2:19]([N:5]1[C:4]2[C:9](=[CH:10][CH:11]=[C:2]([F:1])[CH:3]=2)[N:8]=[C:7]([C:12]([O:14][CH2:15][CH3:16])=[O:13])[C:6]1=[O:17])[CH3:20] |f:3.4.5|. Procedure details: The mixture of 6-fluoro-3,4-dihydro-3-oxo-2-quinoxalinecarboxylic acid, ethyl ester and 7-fluoro-3,4-dihydro-3-oxo-2-quinoxalinecarboxylic acid, ethyl ester (Example 22a) (2 g), ethyl iodide (4 g) and anhydrous potassium carbonate (5.9 g) in 2-butanone (200 ml) were heated under reflux for 5 hours. The mixture was filtered and the filtrate was evaporated. The residual oil was chromatographed on silica using a mixture of petroleum ether (b.p. 60°-80°) and ethyl acetate (3:1) as eluent to give the... The reactants are CC(=O)NC(C)c1ccc(Br)cc1, FC(F)(F)c1ccc(OC2CNC2)nc1. Product: CC(=O)NC(C)c1ccc(N2CC(Oc3ccc(C(F)(F)F)cn3)C2)cc1. As a reaction SMILES: [Br:16][c:17]1[cH:18][cH:19][c:20]([CH:23]([CH3:24])[NH:25][C:26]([CH3:27])=[O:28])[cH:21][cH:22]1.[NH:1]1[CH2:2][CH:3]([O:5][c:6]2[n:7][cH:8][c:9]([C:12]([F:13])([F:14])[F:15])[cH:10][cH:11]2)[CH2:4]1>>[N:1]1([c:17]2[cH:18][cH:19][c:20]([CH:23]([CH3:24])[NH:25][C:26]([CH3:27])=[O:28])[cH:21][cH:22]2)[CH2:2][CH:3]([O:5][c:6]2[n:7][cH:8][c:9]([C:12]([F:13])([F:14])[F:15])[cH:10][cH:11]2)[CH2:4]1. The reactants are CC1Cc2ccc(Br)cc2CN1c1cc(N2CCN(C)CC2)nc(N)n1, O=C([O-])[O-], C1COCCO1, CC1(C)OB(c2ccc3c(c2)CN(C2CC2)C3=O)OC1(C)C, ClCCl, [K+], [K+], O. Product: CC1Cc2ccc(-c3ccc4c(c3)CN(C3CC3)C4=O)cc2CN1c1cc(N2CCN(C)CC2)nc(N)n1. As a reaction SMILES: [Br:1][c:2]1[cH:3][cH:4][c:5]2[c:10]([cH:11]1)[CH2:9][N:8]([c:12]1[n:13][c:14]([NH2:25])[n:15][c:16]([N:18]3[CH2:19][CH2:20][N:21]([CH3:24])[CH2:22][CH2:23]3)[cH:17]1)[CH:7]([CH3:26])[CH2:6]2.[C:49](=[O:50])([O-:51])[O-:52].[CH2:58]1[O:59][CH2:60][CH2:61][O:62][CH2:63]1.[CH:27]1([N:30]2[C:31](=[O:48])[c:32]3[cH:33][cH:34][c:35]([B:39]4[O:40][C:41]([CH3:42])([CH3:43])[C:44]([CH3:45])([CH3:46])[O:47]4)[cH:36][c:37]3[CH2:38]2)[CH2:28][CH2:29]1.[Cl:55][CH2:56][Cl:57].[K+:53].[K+:54].[OH2:64]>>[c:2]1(-[c:35]2[cH:34][cH:33][c:32]3[c:37]([cH:36]2)[CH2:38][N:30]([CH:27]2[CH2:28][CH2:29]2)[C:31]3=[O:48])[cH:3][cH:4][c:5]2[c:10]([cH:11]1)[CH2:9][N:8]([c:12]1[n:13][c:14]([NH2:25])[n:15][c:16]([N:18]3[CH2:19][CH2:20][N:21]([CH3:24])[CH2:22][CH2:23]3)[cH:17]1)[CH:7]([CH3:26])[CH2:6]2. The reactants are CN(C(C(=O)OC)=O)CC(F)(F)F (methyl 2-(methyl(2,2,2-trifluoroethyl)amino)-2-oxoacetate), [Li+].[OH-] (LiOH), Cl (HCl). Solvent: CO (methanol), O (water). Conditions: time 2 hour. Yields the product CN(C(C(=O)O)=O)CC(F)(F)F (2-(Methyl(2,2,2-trifluoroethyl)amino)-2-oxoacetic acid). Isolated yield 53.8%. RXN SMILES: [CH3:1][N:2]([CH2:9][C:10]([F:13])([F:12])[F:11])[C:3](=[O:8])[C:4]([O:6]C)=[O:5].[Li+].[OH-].Cl>CO.O>[CH3:1][N:2]([CH2:9][C:10]([F:11])([F:12])[F:13])[C:3](=[O:8])[C:4]([OH:6])=[O:5] |f:1.2|. Reported procedure: To a solution of methyl 2-(methyl(2,2,2-trifluoroethyl)amino)-2-oxoacetate (1.2 g, 6.03 mmol) in methanol (15 mL) and water (15.00 mL) was added LiOH (0.506 g, 12.05 mmol) and the mixture stirred for 2 h. The solution was then acidified with conc. HCl and concentrated. The solid was washed with CH2Cl2 (2×100 mL), filtered and the filtrate concentrated to afford the title compound (600 mg, 53.8% yield) (mixture of rotational isomers at room temperature) as an off-white solid. 1H NMR (500 MHz, DMS... Reactants: IC1=CC=C(C=C1)C(F)(F)F (1-iodo-4-trifluoromethyl-benzene), COC(C1=CC(=CC=C1)CN(C1=CC=CC=C1)C(C#CC1=CC=C(C=C1)Cl)=O)=O (3-({[3-(4-chloro-phenyl)-propynoyl]-phenyl-amino}-methyl)-benzoic acid methyl ester). Yields the product COC(C1=CC(=CC=C1)CN1C(\C(\C2=CC=CC=C12)=C(\C1=CC=C(C=C1)C(F)(F)F)/C1=CC=C(C=C1)Cl)=O)=O (3-{3-[1-(4-Chloro-phenyl)-1-(4-trifluoromethyl-phenyl)-meth-(Z)-ylidene]-2-oxo-2,3-dihydro-indol-1-ylmethyl}-benzoic acid methyl ester). RXN SMILES: I[C:2]1[CH:7]=[CH:6][C:5]([C:8]([F:11])([F:10])[F:9])=[CH:4][CH:3]=1.[CH3:12][O:13][C:14](=[O:40])[C:15]1[CH:20]=[CH:19][CH:18]=[C:17]([CH2:21][N:22]([C:29](=[O:39])[C:30]#[C:31][C:32]2[CH:37]=[CH:36][C:35]([Cl:38])=[CH:34][CH:33]=2)[C:23]2[CH:28]=[CH:27][CH:26]=[CH:25][CH:24]=2)[CH:16]=1>>[CH3:12][O:13][C:14](=[O:40])[C:15]1[CH:20]=[CH:19][CH:18]=[C:17]([CH2:21][N:22]2[C:23]3[C:28](=[CH:27][CH:26]=[CH:25][CH:24]=3)/[C:30](=[C:31](/[C:32]3[CH:37]=[CH:36][C:35]([Cl:38])=[CH:34][CH:33]=3)\[C:2]3[CH:7]=[CH:6][C:5]([C:8]([F:11])([F:10])[F:9])=[CH:4][CH:3]=3)/[C:29]2=[O:39])[CH:16]=1. Reported procedure: The title compound was prepared in analogy to Example 5 starting from 1-iodo-4-trifluoromethyl-benzene (commercially available) and 3-({[3-(4-chloro-phenyl)-propynoyl]-phenyl-amino}-methyl)-benzoic acid methyl ester. 1H NMR (300 Hz, CDCl3): δppm 3.91 (s, 3H), 4.96 (s, 2H), 6.37 (d, 1H), 6.66-6.71 (m, 2H), 7.08 (t, 1H), 7.26-7.52 (m, 9H), 7.73 (d, 2H), 7.94 (d, 1H), 8.01 (s, 1H). The reactants are saturated solution, N (ammonia), C(C)O (ethanol), C(C)OC=C(C(C#N)O)C#N (ethoxymethylenemalonitrile), O1CCCC1 (tetrahydrofuran), N1(CCCC1)C1=CCCCC1 (1-(pyrrolidino)-1-cyclohexene), O1CCCC1 (tetrahydrofuran). Run in CO (methanol), O (water). Run at temperature 0 celsius, time 2 hour. The product is NC1=NC=2CCCCC2C=C1C#N (2-Amino-5,6,7,8-tetrahydro-3-quinolinecarbonitrile). Yield: 19.0%. RXN SMILES: C(O[CH:4]=[C:5]([C:10]#[N:11])[CH:6](O)[C:7]#N)C.O1[CH2:16][CH2:15]CC1.[N:17]1([C:22]2CCCCC=2)CCCC1.[NH3:28].[CH2:29](O)[CH3:30]>CO.O>[NH2:17][C:22]1[C:30]([C:29]#[N:28])=[CH:4][C:5]2[CH2:6][CH2:7][CH2:16][CH2:15][C:10]=2[N:11]=1. Reported procedure: To a mixture of 16 g (0.131 mol) of ethoxymethylenemalonitrile and 450 ml of tetrahydrofuran at -35° C. is added portionwise a mixture of 20 g (0.1322 mol) of 1-(pyrrolidino)-1-cyclohexene and 300 ml of tetrahydrofuran. After 2 hrs., the reaction mixture is allowed to warm to 0° C. for 30 min. To the reaction mixture at 0° C. is added 300 ml of a saturated solution of ammonia in methanol. The reaction mixture is stirred overnight at ambient temperature, diluted with water, and extracted with met... As a reaction SMILES: Br[C:2]1[N:7]=[C:6]([CH2:8][N:9]2[CH:15]3[CH2:16][CH2:17][N:12]([CH2:13][CH2:14]3)[CH2:11][CH2:10]2)[CH:5]=[CH:4][CH:3]=1.C1COCC1.[C:23]1(B(O)O)[CH:28]=[CH:27][CH:26]=[CH:25][CH:24]=1.C(=O)([O-])[O-].[K+].[K+]>C1C=CC([P]([Pd]([P](C2C=CC=CC=2)(C2C=CC=CC=2)C2C=CC=CC=2)([P](C2C=CC=CC=2)(C2C=CC=CC=2)C2C=CC=CC=2)[P](C2C=CC=CC=2)(C2C=CC=CC=2)C2C=CC=CC=2)(C2C=CC=CC=2)C2C=CC=CC=2)=CC=1.O.C(O)C>[C:23]1([C:2]2[N:7]=[C:6]([CH2:8][N:9]3[CH:15]4[CH2:16][CH2:17][N:12]([CH2:13][CH2:14]4)[CH2:11][CH2:10]3)[CH:5]=[CH:4][CH:3]=2)[CH:28]=[CH:27][CH:26]=[CH:25][CH:24]=1 |f:3.4.5,^1:41,43,62,81|. Procedure details: To a stirred solution of 4-(6-bromo-pyridin-2-ylmethyl)-1,4-diaza-bicyclo[3.2.2]nonane (17.0 mg, 0.06 mmol) in a solvent mixture of THF, ethanol, and water (6.0 mL of 1:1:1) was added phenylboronic acid (18 mg, 0.15 mmol), potassium carbonate (70 mg), and a catalytic amount of tetrakis(triphenylphosphine)palladium(0). The mixture was heated at reflux temperature for 3 hours, cooled, and concentrated to near dryness. The residue was triturated with chloroform (3×) and the crude product in chlorof... Product: C1(=CC=CC=C1)C1=CC=CC(=N1)CN1CCN2CCC1CC2 (4-(6- Phenyl-pyridin-2-ylmethyl)-1,4-diaza-bicyclo[3.2.2]nonane). The yield is 27.3%. Solvent: O (water), C(C)O (ethanol). The reagents and catalysts are C=1C=CC(=CC1)[P](C=2C=CC=CC2)(C=3C=CC=CC3)[Pd]([P](C=4C=CC=CC4)(C=5C=CC=CC5)C=6C=CC=CC6)([P](C=7C=CC=CC7)(C=8C=CC=CC8)C=9C=CC=CC9)[P](C=1C=CC=CC1)(C=1C=CC=CC1)C=1C=CC=CC1 (tetrakis(triphenylphosphine)palladium(0)). The reactants are BrC1=CC=CC(=N1)CN1CCN2CCC1CC2 (4-(6-bromo-pyridin-2-ylmethyl)-1,4-diaza-bicyclo[3.2.2]nonane), C1CCOC1 (THF), C1(=CC=CC=C1)B(O)O (phenylboronic acid), C([O-])([O-])=O.[K+].[K+] (potassium carbonate).